This data is from the Open Reaction Database (ORD), a public repository of structured organic reaction records. The task is: describe an organic reaction: reactants, conditions, products, and yield Starting materials: C(=O)(OC(C)(C)C)N1CCC(CC1)N1C(OC(C2=C1C=CC=C2)C2=CC=CC=C2)=O (1-(1-Boc-4-piperidyl)-4-phenyl-3,1-benzoxazin-2-one), Cl (HCl). The solvent is C(C)(=O)OCC (ethyl acetate). Yields the product Cl.N1CCC(CC1)N1C(OC(C2=C1C=CC=C2)C2=CC=CC=C2)=O (1-(4-piperidyl)-4-phenyl-3,1-benzoxazin-2-one hydrochloride). RXN SMILES: C([N:8]1[CH2:13][CH2:12][CH:11]([N:14]2[C:19]3[CH:20]=[CH:21][CH:22]=[CH:23][C:18]=3[CH:17]([C:24]3[CH:29]=[CH:28][CH:27]=[CH:26][CH:25]=3)[O:16][C:15]2=[O:30])[CH2:10][CH2:9]1)(OC(C)(C)C)=O.[ClH:31]>C(OCC)(=O)C>[ClH:31].[NH:8]1[CH2:9][CH2:10][CH:11]([N:14]2[C:19]3[CH:20]=[CH:21][CH:22]=[CH:23][C:18]=3[CH:17]([C:24]3[CH:29]=[CH:28][CH:27]=[CH:26][CH:25]=3)[O:16][C:15]2=[O:30])[CH2:12][CH2:13]1 |f:3.4|. Procedure details: 1-(1-Boc-4-piperidyl)-4-phenyl-3,1-benzoxazin-2-one from Step 3 above (1.97 g, 4.67 mmol) was stirred in ethyl acetate in an ice bath, then saturated with HCl gas and stirred another 15 min in the cold. The mixture was evaporated in vacuo. Three portions of ethyl acetate were successively added and evaporated in vacuo to give 1-(4-piperidyl)-4-phenyl-3,1-benzoxazin-2-one hydrochloride. Starting materials: ClC1=NC=C(C(=N1)OC)N (2-chloro-4-methoxypyrimidin-5-amine), CN1N=CC(=C1)B1OC(C(O1)(C)C)(C)C (1-methyl-4-(4,4,5,5-tetramethyl-1,3,2-dioxaborolan-2-yl)-1H-pyrazole), [F-].[Cs+] (cesium fluoride). The reagents and catalysts are C=1C=CC(=CC1)[P](C=2C=CC=CC2)(C=3C=CC=CC3)[Pd]([P](C=4C=CC=CC4)(C=5C=CC=CC5)C=6C=CC=CC6)([P](C=7C=CC=CC7)(C=8C=CC=CC8)C=9C=CC=CC9)[P](C=1C=CC=CC1)(C=1C=CC=CC1)C=1C=CC=CC1 (Tetrakis(triphenylphosphine)palladium). The solvent is COCCOC.CO (DME MeOH), CCOC(=O)C (EtOAc). Conditions: temperature 150 celsius. The product is COC1=NC(=NC=C1N)C=1C=NN(C1)C (4-Methoxy-2-(1-methyl-1H-pyrazol-4-yl)pyrimidin-5-amine). Isolated yield 92.9%. Reaction SMILES: Cl[C:2]1[N:7]=[C:6]([O:8][CH3:9])[C:5]([NH2:10])=[CH:4][N:3]=1.[CH3:11][N:12]1[CH:16]=[C:15](B2OC(C)(C)C(C)(C)O2)[CH:14]=[N:13]1.[F-].[Cs+]>COCCOC.CO.CCOC(C)=O.C1C=CC([P]([Pd]([P](C2C=CC=CC=2)(C2C=CC=CC=2)C2C=CC=CC=2)([P](C2C=CC=CC=2)(C2C=CC=CC=2)C2C=CC=CC=2)[P](C2C=CC=CC=2)(C2C=CC=CC=2)C2C=CC=CC=2)(C2C=CC=CC=2)C2C=CC=CC=2)=CC=1>[CH3:9][O:8][C:6]1[C:5]([NH2:10])=[CH:4][N:3]=[C:2]([C:15]2[CH:14]=[N:13][N:12]([CH3:11])[CH:16]=2)[N:7]=1 |f:2.3,4.5,^1:45,47,66,85|. Procedure details: Tetrakis(triphenylphosphine)palladium (30 mg, 0.026 mmol) was added to a solution of 2-chloro-4-methoxypyrimidin-5-amine (41 mg, 0.257 mmol), 1-methyl-4-(4,4,5,5-tetramethyl-1,3,2-dioxaborolan-2-yl)-1H-pyrazole (107 mg, 0.514 mmol) and cesium fluoride (117 mg, 0.771 mmol) in DME/MeOH (2/1, 1.6 mL). The reaction mixture was heated under microwave irradiation at 150° C. for 10 minutes. The reaction was then diluted with EtOAc and quenched with water. The layers were separated and the aqueous layer...